From a dataset of the Open Reaction Database (ORD), a public repository of structured organic reaction records. describe an organic reaction: reactants, conditions, products, and yield The reactants are O (water), [OH-].[Na+] (sodium hydroxide), ice, C(C=C)C1=C(C=CC=2C(=NOC21)C2=CC=CC=C2)O (7-allyl-6-hydroxy-3-phenyl-1,2-benzisoxazole), ClC1=CC(=CC=C1)C(=O)OO (m-chloroperbenzoic acid). Run in C(Cl)Cl (methylene chloride). The product is C1(=CC=CC=C1)C1=NOC2=C1C=CC1=C2CC(O1)CO (7,8-dihydro-3-phenylfuro[2,3-g]-1,2-benzisoxazole-7-methanol). Isolated yield 96.7%. As a reaction SMILES: [CH2:1]([C:4]1[C:12]2[O:11][N:10]=[C:9]([C:13]3[CH:18]=[CH:17][CH:16]=[CH:15][CH:14]=3)[C:8]=2[CH:7]=[CH:6][C:5]=1[OH:19])[CH:2]=[CH2:3].ClC1C=CC=C(C(OO)=[O:28])C=1.O.[OH-].[Na+]>C(Cl)Cl>[C:13]1([C:9]2[C:8]3[CH:7]=[CH:6][C:5]4[O:19][CH:2]([CH2:3][OH:28])[CH2:1][C:4]=4[C:12]=3[O:11][N:10]=2)[CH:14]=[CH:15][CH:16]=[CH:17][CH:18]=1 |f:3.4|. Procedure: To an ice-cooled solution of 7-allyl-6-hydroxy-3-phenyl-1,2-benzisoxazole (17.5 g) in methylene chloride (500 ml), m-chloroperbenzoic acid (20.8 g) was added in small portions under agitation, and the mixture was refluxed for 4 hours. After cooling the mixture, water and an aqueous solution of 2N sodium hydroxide (80 ml) were added and the mixture was subjected to extraction with methylene chloride. The methylene chloride layer was washed with water and dried. By distilling off the solvent, 18 g... Starting materials: OC=1C=CC(=C(C(=O)OC)C1)[N+](=O)[O-] (Methyl 5-hydroxy-2-nitrobenzoate), N (NH3). Run in CO (methanol). The product is OC=1C=CC(=C(C(=O)N)C1)[N+](=O)[O-] (5-Hydroxy-2-nitrobenzamide). Reaction SMILES: [OH:1][C:2]1[CH:3]=[CH:4][C:5]([N+:12]([O-:14])=[O:13])=[C:6]([CH:11]=1)[C:7](OC)=[O:8].[NH3:15]>CO>[OH:1][C:2]1[CH:3]=[CH:4][C:5]([N+:12]([O-:14])=[O:13])=[C:6]([CH:11]=1)[C:7]([NH2:15])=[O:8]. Reported procedure: Methyl 5-hydroxy-2-nitrobenzoate (48 g) in 340 ml methanol was heated 30 hours at 107° in a pressure vessel with 140 ml NH3. The mixture was cooled and concentrated to dryness on the rotovap. Water was added (200 ml) and the solid filtered and dried to give 12 g product, m.135-8. Starting materials: COC1=CC=C(C=C1)S(=O)(=O)Cl (p-methoxybenzenesulphonyl chloride), C(O)CN (ethanolamine). The product is OCCNS(=O)(=O)C1=CC=C(C=C1)OC (N-(2-hydroxyethyl)-p-methoxybenzenesulphonamide). RXN SMILES: [CH3:1][O:2][C:3]1[CH:8]=[CH:7][C:6]([S:9](Cl)(=[O:11])=[O:10])=[CH:5][CH:4]=1.[CH2:13]([CH2:15][NH2:16])[OH:14]>>[OH:14][CH2:13][CH2:15][NH:16][S:9]([C:6]1[CH:7]=[CH:8][C:3]([O:2][CH3:1])=[CH:4][CH:5]=1)(=[O:11])=[O:10]. Reported procedure: The preparation is carried out as in Example 1(a) from 413.3 g (2 mol) of p-methoxybenzenesulphonyl chloride and 128.3 g (2.1 mol) of ethanolamine. Reactants: ClCC1=NN2C(N=C(C=C2O)C)=N1 (2-(Chloromethyl)-5-methyl-s-triazolo[1.5-a]pyrimidin-7-ol), N (ammonia). Conditions: time 8 hour. Product: NCC1=NN2C(N=C(C=C2O)C)=N1 (2-(aminomethyl)-5-methyl-s-triazolo[1,5-a]pyrimidin-7-ol). RXN SMILES: Cl[CH2:2][C:3]1[N:13]=[C:6]2[N:7]=[C:8]([CH3:12])[CH:9]=[C:10]([OH:11])[N:5]2[N:4]=1.[NH3:14]>>[NH2:14][CH2:2][C:3]1[N:13]=[C:6]2[N:7]=[C:8]([CH3:12])[CH:9]=[C:10]([OH:11])[N:5]2[N:4]=1. Reported procedure: 2-(Chloromethyl)-5-methyl-s-triazolo[1.5-a]pyrimidin-7-ol (1.0 g) (known from C.A. 104/09-068678) is dissolved in 20 ml of conc. aqueous ammonia and stirred at room temperature overnight. The precipitate formed is filtered off under suction. The mother liquor is concentrated and the residue is taken up in ethanol. The product thereby crystallizes. There is obtained 0.66 g of 2-(aminomethyl)-5-methyl-s-triazolo[1,5-a]pyrimidin-7-ol as a white powder of m.p. 204°-207° C. Reactants: C(C)(=O)O[BH-](OC(C)=O)OC(C)=O.[Na+] (Sodium triacetoxyborohydride), NC=1C=C2CN(C(C2=CC1)=O)CC (5-amino-2-ethyl-2,3-dihydro-isoindol-1-one), ClC1=CC=C(C=O)C=C1 (4-chlorobenzaldehyde), C(C)(=O)O (acetic acid). Solvent: C(C)#N (acetonitrile). Conditions: time 8 hour. Yields the product ClC1=CC=C(CNC=2C=C3CN(C(C3=CC2)=O)CC)C=C1 (5-(4-Chloro-benzylamino)-2-ethyl-2,3-dihydro-isoindol-1-one). Isolated yield 16.1%. As a reaction SMILES: C(O[BH-](OC(=O)C)OC(=O)C)(=O)C.[Na+].[NH2:15][C:16]1[CH:17]=[C:18]2[C:22](=[CH:23][CH:24]=1)[C:21](=[O:25])[N:20]([CH2:26][CH3:27])[CH2:19]2.[Cl:28][C:29]1[CH:36]=[CH:35][C:32]([CH:33]=O)=[CH:31][CH:30]=1.C(O)(=O)C>C(#N)C>[Cl:28][C:29]1[CH:36]=[CH:35][C:32]([CH2:33][NH:15][C:16]2[CH:17]=[C:18]3[C:22](=[CH:23][CH:24]=2)[C:21](=[O:25])[N:20]([CH2:26][CH3:27])[CH2:19]3)=[CH:31][CH:30]=1 |f:0.1|. Procedure: Sodium triacetoxyborohydride (1.28 g, 6.10 mmol) was added to a stirred solution of 5-amino-2-ethyl-2,3-dihydro-isoindol-1-one (540 mg, 3.05 mmol), 4-chlorobenzaldehyde (854 mg, 6.10 mmol) and acetic acid (183 μl, 3.05 mmol) in anhydrous acetonitrile (12 ml) at room temperature. The reaction was stirred overnight and quenched with the addition of water. The organic phase was separated, washed with brine, then dried (MgSO4) and evaporated in vacuo. The resulting residue was purified by flash colu... Reactants: BrCC(=O)C1=CC=CC2=C1CC(C=1C(=NC=CC1)O2)=CCCBr (7-bromoacetyl-5-(3-bromopropylidene)-5,11-dihydro[1]benzoxepino[2,3-b]pyridine), NC(=S)N (thiourea), C([O-])(O)=O.[Na+] (sodiumbicarbonate). Solvent: C(C)O (ethanol). Reaction conditions: temperature 70 celsius, time 30 minute. Yields the product NC=1SC=C(N1)C1=CC=CC2=C1CC(C=1C(=NC=CC1)O2)=CCCBr (7-(2-aminothiazol-4-yl)-5-(3-bromopropylidene)-5,11-dihydro[1]benzoxepino[2,3-b]pyridine). Yield: 71.8%. Reaction SMILES: Br[CH2:2][C:3]([C:5]1[C:10]2[CH2:11][C:12](=[CH:20][CH2:21][CH2:22][Br:23])[C:13]3[C:14]([O:19][C:9]=2[CH:8]=[CH:7][CH:6]=1)=[N:15][CH:16]=[CH:17][CH:18]=3)=O.[NH2:24][C:25]([NH2:27])=[S:26].C(=O)(O)[O-].[Na+]>C(O)C>[NH2:27][C:25]1[S:26][CH:2]=[C:3]([C:5]2[C:10]3[CH2:11][C:12](=[CH:20][CH2:21][CH2:22][Br:23])[C:13]4[C:14]([O:19][C:9]=3[CH:8]=[CH:7][CH:6]=2)=[N:15][CH:16]=[CH:17][CH:18]=4)[N:24]=1 |f:2.3|. Procedure details: To a solution of the product of step 1 (1.1 g) in ethanol (11 ml) was added thiourea (193 mg) at room temperature, and the mixture stirred at 70° C. for 30 minutes. The reaction mixture was cooled to room temperature and poured into saturated aqueous sodiumbicarbonate. The aqueous layer was extracted with ethyl acetate, and the organic layer was washed with saturated aqueous sodium chloride, and dried with magnesium sulfate. The solvent was distilled off under reduced pressure. The residue was p... The reactants are CCn1c(=O)c2[nH]c(-c3ccc(S(=O)(=O)O)cc3)nc2n(CC)c1=O, CN1CCNCC1, CN(C)C=O, O=S(Cl)Cl. The product is CCn1c(=O)c2[nH]c(-c3ccc(S(=O)(=O)N4CCN(C)CC4)cc3)nc2n(CC)c1=O. RXN SMILES: [CH2:1]([CH3:2])[n:3]1[c:4](=[O:25])[n:5]([CH2:23][CH3:24])[c:6]2[n:7][c:8](-[c:13]3[cH:14][cH:15][c:16]([S:19](=[O:20])(=[O:21])[OH:22])[cH:17][cH:18]3)[nH:9][c:10]2[c:11]1=[O:12].[CH3:30][N:31]1[CH2:32][CH2:33][NH:34][CH2:35][CH2:36]1.[CH3:37][N:38]([CH3:39])[CH:40]=[O:41].[S:26]([Cl:27])([Cl:28])=[O:29]>>[CH2:1]([CH3:2])[n:3]1[c:4](=[O:25])[n:5]([CH2:23][CH3:24])[c:6]2[n:7][c:8](-[c:13]3[cH:14][cH:15][c:16]([S:19](=[O:20])(=[O:22])[N:34]4[CH2:33][CH2:32][N:31]([CH3:30])[CH2:36][CH2:35]4)[cH:17][cH:18]3)[nH:9][c:10]2[c:11]1=[O:12].